Dataset: the Open Reaction Database (ORD), a public repository of structured organic reaction records. Task: describe an organic reaction: reactants, conditions, products, and yield The reactants are CCc1cc(CO)cc(C)n1, ClCCl, O=[Mn]=O. Yields the product CCc1cc(C=O)cc(C)n1. Reaction SMILES: [CH2:1]([CH3:2])[c:3]1[n:4][c:5]([CH3:11])[cH:6][c:7]([CH2:9][OH:10])[cH:8]1.[Cl:12][CH2:13][Cl:14].[O:15]=[Mn:16]=[O:17]>>[CH2:1]([CH3:2])[c:3]1[n:4][c:5]([CH3:11])[cH:6][c:7]([CH:9]=[O:10])[cH:8]1. The reactants are O=C(Cl)c1ccccc1, ClCCl, NCCC(O)(c1ccccc1)c1ccccc1, c1ccncc1. Yields the product O=C(NCCC(O)(c1ccccc1)c1ccccc1)c1ccccc1. Reaction SMILES: [C:18]([c:19]1[cH:20][cH:21][cH:22][cH:23][cH:24]1)(=[O:25])[Cl:26].[CH2:27]([Cl:28])[Cl:29].[OH:1][C:2]([CH2:3][CH2:4][NH2:5])([c:6]1[cH:7][cH:8][cH:9][cH:10][cH:11]1)[c:12]1[cH:13][cH:14][cH:15][cH:16][cH:17]1.[cH:30]1[cH:31][cH:32][n:33][cH:34][cH:35]1>>[OH:1][C:2]([CH2:3][CH2:4][NH:5][C:18]([c:19]1[cH:20][cH:21][cH:22][cH:23][cH:24]1)=[O:25])([c:6]1[cH:7][cH:8][cH:9][cH:10][cH:11]1)[c:12]1[cH:13][cH:14][cH:15][cH:16][cH:17]1. Reactants: C1COCCO1, CO, CC(C)(C)S(=O)NC1(c2ccccn2)COC1, Cl. The product is NC1(c2ccccn2)COC1. As a reaction SMILES: [CH2:21]1[O:22][CH2:23][CH2:24][O:25][CH2:26]1.[CH3:19][OH:20].[CH3:1][C:2]([S:3](=[O:4])[NH:7][C:8]1([c:12]2[n:13][cH:14][cH:15][cH:16][cH:17]2)[CH2:9][O:10][CH2:11]1)([CH3:5])[CH3:6].[ClH:18]>>[NH2:7][C:8]1([c:12]2[n:13][cH:14][cH:15][cH:16][cH:17]2)[CH2:9][O:10][CH2:11]1.